Dataset: the Open Reaction Database (ORD), a public repository of structured organic reaction records. Task: describe an organic reaction: reactants, conditions, products, and yield Starting materials: CC([O-])=S, CC(C)(C)OC(=O)C1CCCN2CC(C)(CCOS(C)(=O)=O)C(=O)N12, CC(C)=O, [I-], [K+], [Na+]. The product is CC(=O)SCCC1(C)CN2CCCC(C(=O)OC(C)(C)C)N2C1=O. Reaction SMILES: [C:28]([CH3:29])(=[S:30])[O-:31].[CH3:1][S:2]([O:3][CH2:6][CH2:7][C:8]1([CH3:25])[C:9](=[O:24])[N:10]2[N:11]([CH2:12][CH2:13][CH2:14][CH:15]2[C:16](=[O:17])[O:18][C:19]([CH3:20])([CH3:21])[CH3:22])[CH2:23]1)(=[O:4])=[O:5].[CH3:33][C:34](=[O:35])[CH3:36].[I-:27].[K+:32].[Na+:26]>>[CH2:6]([CH2:7][C:8]1([CH3:25])[C:9](=[O:24])[N:10]2[N:11]([CH2:12][CH2:13][CH2:14][CH:15]2[C:16](=[O:17])[O:18][C:19]([CH3:20])([CH3:21])[CH3:22])[CH2:23]1)[S:30][C:28]([CH3:29])=[O:31]. The reactants are C(C)(C)(C)[Si](OCCOC1=NC(=CC(=C1[N+](=O)[O-])NC(=O)C=1N(N=C(C1Cl)C(C)(C)C)C)C1=C(C=CC=C1)C(F)(F)F)(C)C (5-tert-butyl-4-chloro-2-methyl-2H-pyrazole-3-carboxylic acid [2-[2-(tert-butyl-dimethyl-silanyloxy)-ethoxy]-3-nitro-6-(2-trifluoromethyl-phenyl)-pyridin-4-yl]-amide), CC(=O)O.CCO (AcOH EtOH). The reagents and catalysts are [Fe] (iron). The solvent is CCOC(=O)C (EtOAc). Reaction conditions: temperature 100 celsius, time 1 hour. Product: C(C)(C)(C)C=1C(=C(N(N1)C)C1=NC2=C(C(=NC(=C2)C2=C(C=CC=C2)C(F)(F)F)OCCO[Si](C)(C)C(C)(C)C)N1)Cl (2-(5-tert-butyl-4-chloro-2-methyl-2H-pyrazol-3-yl)-4-[2-(tert-butyl-dimethyl-silanyloxy)-ethoxy]-6-(2-trifluoromethyl-phenyl)-3H-imidazo[4,5-c]pyridine). RXN SMILES: [C:1]([Si:5]([CH3:44])([CH3:43])[O:6][CH2:7][CH2:8][O:9][C:10]1[C:15]([N+:16]([O-])=O)=[C:14]([NH:19][C:20]([C:22]2[N:23]([CH3:32])[N:24]=[C:25]([C:28]([CH3:31])([CH3:30])[CH3:29])[C:26]=2[Cl:27])=O)[CH:13]=[C:12]([C:33]2[CH:38]=[CH:37][CH:36]=[CH:35][C:34]=2[C:39]([F:42])([F:41])[F:40])[N:11]=1)([CH3:4])([CH3:3])[CH3:2].CC(O)=O.CCO>[Fe].CCOC(C)=O>[C:28]([C:25]1[C:26]([Cl:27])=[C:22]([C:20]2[NH:16][C:15]3[C:10]([O:9][CH2:8][CH2:7][O:6][Si:5]([C:1]([CH3:4])([CH3:2])[CH3:3])([CH3:44])[CH3:43])=[N:11][C:12]([C:33]4[CH:38]=[CH:37][CH:36]=[CH:35][C:34]=4[C:39]([F:40])([F:42])[F:41])=[CH:13][C:14]=3[N:19]=2)[N:23]([CH3:32])[N:24]=1)([CH3:29])([CH3:30])[CH3:31] |f:1.2|. Reported procedure: A mixture of 5-tert-butyl-4-chloro-2-methyl-2H-pyrazole-3-carboxylic acid [2-[2-(tert-butyl-dimethyl-silanyloxy)-ethoxy]-3-nitro-6-(2-trifluoromethyl-phenyl)-pyridin-4-yl]-amide (428 mg, 0.650 mmol, prepared as described in the previous step) and iron powder (291 mg, 5.22 mmol) in 1:1 AcOH/EtOH (7 mL) was stirred at 100° C. under Ar for 1 h. After cooling to room temperature, the mixture was treated with EtOAc (20 mL) and filtered through diatomaceous earth. The filtrate was concentrated in vacu... Starting materials: COC(C1=CC=C(C=C1)CC(C1=CC=C(C=C1)C(C)(C)C)C(=O)OCC1=CC=CC=C1)=O (4-[2-Benzyloxycarbonyl-2-(4-tert-butyl-phenyl)-ethyl]-benzoic acid methyl ester), [Li+].C[Si](C)(C)[N-][Si](C)(C)C (LiHMDS), C1(=CC=CC=C1)C (toluene), IC (iodomethane). The solvent is C1CCOC1 (THF), C1CCOC1 (THF), C(C)(=O)OCC (ethyl acetate). Run at temperature 10 celsius, time 30 minute. Yields the product COC(C1=CC=C(C=C1)CC(C)(C1=CC=C(C=C1)C(C)(C)C)C(=O)OCC1=CC=CC=C1)=O (4-[2-Benzyloxycarbonyl-2-(4-tert-butyl-phenyl)-propyl]-benzoic acid methyl ester). Reaction SMILES: [Li+].C[Si]([N-][Si](C)(C)C)(C)C.[C:11]1(C)C=CC=CC=1.[CH3:18][O:19][C:20](=[O:49])[C:21]1[CH:26]=[CH:25][C:24]([CH2:27][CH:28]([C:39]([O:41][CH2:42][C:43]2[CH:48]=[CH:47][CH:46]=[CH:45][CH:44]=2)=[O:40])[C:29]2[CH:34]=[CH:33][C:32]([C:35]([CH3:38])([CH3:37])[CH3:36])=[CH:31][CH:30]=2)=[CH:23][CH:22]=1.IC>C1COCC1.C(OCC)(=O)C>[CH3:18][O:19][C:20](=[O:49])[C:21]1[CH:22]=[CH:23][C:24]([CH2:27][C:28]([C:39]([O:41][CH2:42][C:43]2[CH:44]=[CH:45][CH:46]=[CH:47][CH:48]=2)=[O:40])([C:29]2[CH:34]=[CH:33][C:32]([C:35]([CH3:38])([CH3:37])[CH3:36])=[CH:31][CH:30]=2)[CH3:11])=[CH:25][CH:26]=1 |f:0.1|. Procedure: A solution of LiHMDS in toluene (1.0M, 1.6 mL, 1.6 mmol) was cooled in a dry-ice acetone bath (−78° C.) and diluted with 3 mL of THF. A solution of 4-[2-Benzyloxycarbonyl-2-(4-tert-butyl-phenyl)-ethyl]-benzoic acid methyl ester (675 mg, prepared as described in Bioorg. Med. Chem. Lett. 2004, 14, 2047-2050) in 5 mL of THF was added via cannula. The mixture was stirred at the same temperature 30 min. It was then transferred to an acetone/ice bath, where it was warmed to 10° C. over a 1.5 h period.... The reactants are C1CCNCC1, Cc1ccccc1, O=Cc1ccc(F)cc1, O=[N+]([O-])CCC1OCCO1. Product: O=[N+]([O-])C(=Cc1ccc(F)cc1)CC1OCCO1. As a reaction SMILES: [CH2:20]1[CH2:21][CH2:22][NH:23][CH2:24][CH2:25]1.[CH3:26][c:27]1[cH:28][cH:29][cH:30][cH:31][cH:32]1.[F:11][c:12]1[cH:13][cH:14][c:15]([CH:16]=[O:17])[cH:18][cH:19]1.[N+:1](=[O:2])([O-:3])[CH2:4][CH2:5][CH:6]1[O:7][CH2:8][CH2:9][O:10]1>>[N+:1](=[O:2])([O-:3])[C:4]([CH2:5][CH:6]1[O:7][CH2:8][CH2:9][O:10]1)=[CH:16][c:15]1[cH:14][cH:13][c:12]([F:11])[cH:19][cH:18]1. Starting materials: CC(C)(C)OC(=O)NC1(c2ccc(-c3c(Br)nc4n3-c3cccnc3Nc3ccccc3-4)cc2)CCC1, O=C([O-])[O-], CC1(C)OB(c2ccc3c(c2)COC3=O)OC1(C)C, CCOC(C)=O, [Na+], [Na+], CN(C)C=O. The product is CC(C)(C)OC(=O)NC1(c2ccc(-c3c(-c4ccc5c(c4)COC5=O)nc4n3-c3cccnc3Nc3ccccc3-4)cc2)CCC1. As a reaction SMILES: [Br:1][c:2]1[n:3][c:4]2[n:5]([c:19]1-[c:20]1[cH:21][cH:22][c:23]([C:26]3([NH:30][C:31]([O:32][C:33]([CH3:34])([CH3:35])[CH3:36])=[O:37])[CH2:27][CH2:28][CH2:29]3)[cH:24][cH:25]1)-[c:6]1[c:7]([n:15][cH:16][cH:17][cH:18]1)[NH:8][c:9]1[c:10]-2[cH:11][cH:12][cH:13][cH:14]1.[C:57](=[O:58])([O-:59])[O-:60].[CH3:38][C:39]1([CH3:40])[C:41]([CH3:42])([CH3:43])[O:44][B:45]([c:46]2[cH:47][c:48]3[c:49]([cH:54][cH:55]2)[C:50](=[O:53])[O:51][CH2:52]3)[O:56]1.[CH3:68][CH2:69][O:70][C:71]([CH3:72])=[O:73].[Na+:61].[Na+:62].[O:63]=[CH:64][N:65]([CH3:66])[CH3:67]>>[c:2]1(-[c:46]2[cH:47][c:48]3[c:49]([cH:54][cH:55]2)[C:50](=[O:53])[O:51][CH2:52]3)[n:3][c:4]2[n:5]([c:19]1-[c:20]1[cH:21][cH:22][c:23]([C:26]3([NH:30][C:31]([O:32][C:33]([CH3:34])([CH3:35])[CH3:36])=[O:37])[CH2:27][CH2:28][CH2:29]3)[cH:24][cH:25]1)-[c:6]1[c:7]([n:15][cH:16][cH:17][cH:18]1)[NH:8][c:9]1[c:10]-2[cH:11][cH:12][cH:13][cH:14]1. Starting materials: BrCc1ccccc1, [H-], [Na+], CN(C)C=O, O, COC(=O)c1c[nH]c2ccccc12. Yields the product COC(=O)c1cn(Cc2ccccc2)c2ccccc12. RXN SMILES: [Br:16][CH2:17][c:18]1[cH:19][cH:20][cH:21][cH:22][cH:23]1.[H-:1].[Na+:2].[O:25]=[CH:26][N:27]([CH3:28])[CH3:29].[OH2:24].[nH:3]1[cH:4][c:5]([C:12](=[O:13])[O:14][CH3:15])[c:6]2[cH:7][cH:8][cH:9][cH:10][c:11]12>>[n:3]1([CH2:17][c:18]2[cH:19][cH:20][cH:21][cH:22][cH:23]2)[cH:4][c:5]([C:12](=[O:13])[O:14][CH3:15])[c:6]2[cH:7][cH:8][cH:9][cH:10][c:11]12.